This data is from the Open Reaction Database (ORD), a public repository of structured organic reaction records. The task is: describe an organic reaction: reactants, conditions, products, and yield Reactants: Cc1c(N2C(=O)N3CCC(O)C3C2C(F)(F)F)ccc(C#N)c1Cl, ClCCl, [Na+], [Na+], [Na+], O=S([O-])([O-])=S, O=C([O-])O. The product is Cc1c(N2C(=O)N3CCC(=O)C3C2C(F)(F)F)ccc(C#N)c1Cl. Reaction SMILES: [Cl:1][c:2]1[c:3]([C:4]#[N:5])[cH:6][cH:7][c:8]([N:11]2[C:12](=[O:24])[N:13]3[CH:14]([CH:15]2[C:16]([F:17])([F:18])[F:19])[CH:20]([OH:23])[CH2:21][CH2:22]3)[c:9]1[CH3:10].[Cl:37][CH2:38][Cl:39].[Na+:25].[Na+:26].[Na+:36].[O-:27][S:28]([O-:29])(=[S:30])=[O:31].[O-:32][C:33]([OH:34])=[O:35]>>[Cl:1][c:2]1[c:3]([C:4]#[N:5])[cH:6][cH:7][c:8]([N:11]2[C:12](=[O:24])[N:13]3[CH:14]([CH:15]2[C:16]([F:17])([F:18])[F:19])[C:20](=[O:23])[CH2:21][CH2:22]3)[c:9]1[CH3:10]. Starting materials: C(C)(C)(C)OC(=O)N1CCN(CC1)CC=1C(N(N=C(C1)C1=CC(=C(C=C1)OC)F)CC1=CC=C(C=C1)F)=O (4-(4-tert-butoxycarbonyl-1-piperazinyl)methyl-2-(4-fluorobenzyl)-6-(3-fluoro-4-methoxyphenyl)-2H-pyridazin-3-one), FC1=CC=C(CN2N=C(C=C(C2=O)COS(=O)(=O)C)C2=CC(=C(C=C2)OC)F)C=C1 (2-(4-fluorobenzyl)-6-(3-fluoro-4-methoxyphenyl)-4-methanesulfonyloxymethyl-2H-pyridazin-3-one). Product: NCC=1C(N(N=C(C1)C1=CC(=C(C=C1)OC)F)CC1=CC=C(C=C1)F)=O (4-aminomethyl-2-(4-fluorobenzyl)-6-(3-fluoro-4-methoxyphenyl)-2H-pyridazin-3-one). The yield is 50.4%. RXN SMILES: C(OC(N1CC[N:11]([CH2:14][C:15]2[C:16](=[O:38])[N:17]([CH2:30][C:31]3[CH:36]=[CH:35][C:34]([F:37])=[CH:33][CH:32]=3)[N:18]=[C:19]([C:21]3[CH:26]=[CH:25][C:24]([O:27][CH3:28])=[C:23]([F:29])[CH:22]=3)[CH:20]=2)CC1)=O)(C)(C)C.FC1C=CC(CN2C(=O)C(COS(C)(=O)=O)=CC(C3C=CC(OC)=C(F)C=3)=N2)=CC=1>>[NH2:11][CH2:14][C:15]1[C:16](=[O:38])[N:17]([CH2:30][C:31]2[CH:32]=[CH:33][C:34]([F:37])=[CH:35][CH:36]=2)[N:18]=[C:19]([C:21]2[CH:26]=[CH:25][C:24]([O:27][CH3:28])=[C:23]([F:29])[CH:22]=2)[CH:20]=1. Reported procedure: Following the procedure of Example 24 (1), 2-(4-fluorobenzyl)-6-(3-fluoro-4-methoxyphenyl)-4-methanesulfonyloxymethyl-2H-pyridazin-3-one was reacted to yield a crude product. Without purification, the crude product was reacted further in accordance with the procedure of Example 24 (2) to yield the title compound as a pale brown crystalline powder (yield: 50.4%). Reactants: [Al+3], C1CCOC1, CC(C)(COCc1ccccc1)C(=O)N1CCN(c2ccccc2OCC(F)(F)F)CC1, [H-], [H-], [H-], [H-], [Li+], O. Product: CC(C)(COCc1ccccc1)CN1CCN(c2ccccc2OCC(F)(F)F)CC1. As a reaction SMILES: [Al+3:2].[CH2:39]1[O:40][CH2:41][CH2:42][CH2:43]1.[CH2:7]([c:8]1[cH:9][cH:10][cH:11][cH:12][cH:13]1)[O:14][CH2:15][C:16]([C:17](=[O:18])[N:19]1[CH2:20][CH2:21][N:22]([c:25]2[c:26]([O:31][CH2:32][C:33]([F:34])([F:35])[F:36])[cH:27][cH:28][cH:29][cH:30]2)[CH2:23][CH2:24]1)([CH3:37])[CH3:38].[H-:1].[H-:4].[H-:5].[H-:6].[Li+:3].[OH2:44]>>[CH2:7]([c:8]1[cH:9][cH:10][cH:11][cH:12][cH:13]1)[O:14][CH2:15][C:16]([CH2:17][N:19]1[CH2:20][CH2:21][N:22]([c:25]2[c:26]([O:31][CH2:32][C:33]([F:34])([F:35])[F:36])[cH:27][cH:28][cH:29][cH:30]2)[CH2:23][CH2:24]1)([CH3:37])[CH3:38]. The reactants are CC#N, CCN(C(C)C)C(C)C, FC(F)(F)c1ccc2nc(CCl)[nH]c2c1, [I-], [K+], O=C1c2ccccc2C(=O)N1CCCCNC1CCCc2cccnc21. The product is O=C1c2ccccc2C(=O)N1CCCCN(Cc1nc2cc(C(F)(F)F)ccc2[nH]1)C1CCCc2cccnc21. Reaction SMILES: [CH3:53][C:54]#[N:55].[CH:42]([N:43]([CH2:44][CH3:45])[CH:46]([CH3:47])[CH3:48])([CH3:49])[CH3:50].[Cl:27][CH2:28][c:29]1[n:30][c:31]2[c:32]([nH:33]1)[cH:34][c:35]([C:38]([F:39])([F:40])[F:41])[cH:36][cH:37]2.[I-:52].[K+:51].[n:1]1[cH:2][cH:3][cH:4][c:5]2[c:10]1[CH:9]([NH:11][CH2:12][CH2:13][CH2:14][CH2:15][N:16]1[C:17](=[O:26])[c:18]3[cH:19][cH:20][cH:21][cH:22][c:23]3[C:24]1=[O:25])[CH2:8][CH2:7][CH2:6]2>>[n:1]1[cH:2][cH:3][cH:4][c:5]2[c:10]1[CH:9]([N:11]([CH2:12][CH2:13][CH2:14][CH2:15][N:16]1[C:17](=[O:26])[c:18]3[cH:19][cH:20][cH:21][cH:22][c:23]3[C:24]1=[O:25])[CH2:28][c:29]1[nH:30][c:31]3[c:32]([n:33]1)[cH:34][c:35]([C:38]([F:39])([F:40])[F:41])[cH:36][cH:37]3)[CH2:8][CH2:7][CH2:6]2. The solvent is C1(=CC=CC=C1)C (toluene). The reactants are C(C)(C)(C)OC(NC1(CC(C1)(C)O)C1=CC=C(C=C1)C(CC1=CC=CC=C1)=O)=O ([3-Hydroxy-3-methyl-1-(4-phenylacetyl-phenyl)-cyclobutyl]-carbamic Acid Tert-butyl Ester), CN(C)C(OC)OC (DMFDMA). As a reaction SMILES: [C:1]([O:5][C:6](=[O:29])[NH:7][C:8]1([C:14]2[CH:19]=[CH:18][C:17]([C:20](=[O:28])[CH2:21][C:22]3[CH:27]=[CH:26][CH:25]=[CH:24][CH:23]=3)=[CH:16][CH:15]=2)[CH2:11][C:10]([OH:13])([CH3:12])[CH2:9]1)([CH3:4])([CH3:3])[CH3:2].[CH3:30][N:31]([CH:33](OC)OC)[CH3:32]>C1(C)C=CC=CC=1>[C:1]([O:5][C:6](=[O:29])[NH:7][C:8]1([C:14]2[CH:15]=[CH:16][C:17]([C:20](=[O:28])[C:21]([C:22]3[CH:27]=[CH:26][CH:25]=[CH:24][CH:23]=3)=[CH:30][N:31]([CH3:33])[CH3:32])=[CH:18][CH:19]=2)[CH2:9][C:10]([OH:13])([CH3:12])[CH2:11]1)([CH3:2])([CH3:3])[CH3:4]. Reported procedure: To a solution of compound 2-3 (3.96 g, 10 mmol) in toluene (20 mL) was added DMFDMA (9.2 g, 35 mmol) and the mixture was heated at reflux for 4 hours. The mixture was cooled and the formed white solid was collected. After washed by PE, the solid was dried in vacuum to get the product 2. Product: C(C)(C)(C)OC(NC1(CC(C1)(C)O)C1=CC=C(C=C1)C(C(=CN(C)C)C1=CC=CC=C1)=O)=O ({1-[4-(3-Dimethylamino-2-phenyl-acryloyl)-phenyl]-3-hydroxy-3-methyl-cyclobutyl}-carbamic Acid Tert-butyl Ester).